Dataset: the Open Reaction Database (ORD), a public repository of structured organic reaction records. Task: describe an organic reaction: reactants, conditions, products, and yield Starting materials: O=C([O-])[O-], Cc1cccc(C)c1N, ClCC1OCCCO1, [K+], [K+], CN(C)C=O. The product is Cc1cccc(C)c1NCC1OCCCO1. RXN SMILES: [C:18](=[O:19])([O-:20])[O-:21].[CH3:1][c:2]1[cH:3][cH:4][cH:5][c:6]([CH3:7])[c:8]1[NH2:9].[Cl:10][CH2:11][CH:12]1[O:13][CH2:14][CH2:15][CH2:16][O:17]1.[K+:22].[K+:23].[O:24]=[CH:25][N:26]([CH3:27])[CH3:28]>>[CH3:1][c:2]1[cH:3][cH:4][cH:5][c:6]([CH3:7])[c:8]1[NH:9][CH2:11][CH:12]1[O:13][CH2:14][CH2:15][CH2:16][O:17]1. The reactants are BrC=1C=C2C=CC(=CC2=CC1)OS(=O)(=O)C(F)(F)F (trifluoromethane sulfonic acid-6-bromo-2-naphthyl ester), resultant solution, C(C)(C)[Mg]Br (isopropylmagnesiumbromide), resultant solution, dichloro(diphenylphosphinoferrocene)palladium, [Br-].[Li+] (lithium bromide). Run in O1CCCC1 (tetrahydrofuran), O1CCCC1 (tetrahydrofuran). Run at temperature 80 celsius. Product: BrC1=CC2=CC=C(C=C2C=C1)C(C)C (2-bromo-6-isopropylnaphthalene). The yield is 33.0%. As a reaction SMILES: [Br:1][C:2]1[CH:3]=[C:4]2[C:9](=[CH:10][CH:11]=1)[CH:8]=[C:7](OS(C(F)(F)F)(=O)=O)[CH:6]=[CH:5]2.[Br-].[Li+].[CH:22]([Mg]Br)([CH3:24])[CH3:23]>O1CCCC1>[Br:1][C:2]1[CH:11]=[CH:10][C:9]2[C:4](=[CH:5][CH:6]=[C:7]([CH:22]([CH3:24])[CH3:23])[CH:8]=2)[CH:3]=1 |f:1.2|. Procedure: Under an atmospheric argon gas flow, trifluoromethane sulfonic acid-6-bromo-2-naphthyl ester in an amount of 32 g (90 mmol), dichloro(diphenylphosphinoferrocene)palladium in an amount of 3.6 g (5% by mol), lithium bromide in an amount of 7.8 g (90 mmol) and desiccated tetrahydrofuran in an amount of 100 milliliter were placed into three necked-flask equipped with cooling pipe and having a capacity of 500 milliliter, and then, the resultant solution was cooled down to −20° C. After slowly drippin... The reactants are C(C)OCCl (Chloromethyl ethyl ether), ice, N1N=NC=C1 (1,2,3-triazole), C([O-])([O-])=O.[K+].[K+] (potassium carbonate). Run in CC(=O)C (acetone). The product is C(C)OCN1N=NC=C1 (1-Ethoxymethyl-1,2,3-triazole). Reaction SMILES: [CH2:1]([O:3][CH2:4]Cl)[CH3:2].[NH:6]1[CH:10]=[CH:9][N:8]=[N:7]1.C(=O)([O-])[O-].[K+].[K+]>CC(C)=O>[CH2:1]([O:3][CH2:4][N:6]1[CH:10]=[CH:9][N:8]=[N:7]1)[CH3:2] |f:2.3.4|. Reported procedure: Chloromethyl ethyl ether (125 g, 1.32 mole) was added dropwise over 1.5 hours to an ice-cooled, stirred suspension of 1,2,3-triazole (91.4 g, 1.32 mole) and anhydrous potassium carbonate (183 g, 1.32 mole) in acetone (1.5 l). The mixture was then allowed to warm to room temperature and stirred for a further 18 hours. The solvent was evaporated under reduced pressure, the residue dissolved in water (1 l) and the aqueous solution extracted with dichloromethane (3×300 ml). The combined extracts wer... Reactants: C(C)(=O)OCC1=NC(=CC=C1)C ((6-methylpyridin-2-yl)methyl acetate), Cl (HCl). The product is Cl.CC1=CC=CC(=N1)CO ((6-methylpyridin-2-yl)methanol hydrochloride). RXN SMILES: C([O:4][CH2:5][C:6]1[CH:11]=[CH:10][CH:9]=[C:8]([CH3:12])[N:7]=1)(=O)C.[ClH:13]>>[ClH:13].[CH3:12][C:8]1[N:7]=[C:6]([CH2:5][OH:4])[CH:11]=[CH:10][CH:9]=1 |f:2.3|. Procedure: A solution of (6-methylpyridin-2-yl)methyl acetate (1.0 g) in concentrated HCl (3 mL) was refluxed for 1 h. The reaction mixture was then concentrated in vacuo to obtain the crude product. The crude material was azeotroped with toluene, and the residue obtained was filtered and dried in vacuo to afford (6-methylpyridin-2-yl)methanol hydrochloride (811 mg) as a solid.